From a dataset of the Open Reaction Database (ORD), a public repository of structured organic reaction records. describe an organic reaction: reactants, conditions, products, and yield The product is C=CCOC(=O)C(=O)N1C(=O)C(C(C)O[Si](C)(C)C)C1C1SCCSC1=O. As a reaction SMILES: [CH3:1][Si:2]([O:3][CH:4]([CH3:5])[CH:6]1[C:7](=[O:17])[NH:8][CH:9]1[CH:10]1[S:11][CH2:12][CH2:13][S:14][C:15]1=[O:16])([CH3:18])[CH3:19].[CH3:35][CH2:36][OH:37].[Cl:26][C:27]([C:28](=[O:29])[O:30][CH2:31][CH:32]=[CH2:33])=[O:34].[Cl:38][CH2:39][Cl:40].[cH:20]1[cH:21][cH:22][n:23][cH:24][cH:25]1>>[CH3:1][Si:2]([O:3][CH:4]([CH3:5])[CH:6]1[C:7](=[O:17])[N:8]([C:27]([C:28](=[O:29])[O:30][CH2:31][CH:32]=[CH2:33])=[O:34])[CH:9]1[CH:10]1[S:11][CH2:12][CH2:13][S:14][C:15]1=[O:16])([CH3:18])[CH3:19]. The reactants are CC(O[Si](C)(C)C)C1C(=O)NC1C1SCCSC1=O, CCO, C=CCOC(=O)C(=O)Cl, ClCCl, c1ccncc1. The reactants are C(C1=CC=CC=C1)N1C2=C(C(C=C1)=O)C(=C(O2)[Si](CC)(CC)CC)C2=CC=CC=C2 (7-Benzyl-3-phenyl-2-(triethylsilanyl)-7H-furo[2,3-b]pyridin-4-one). The reagents and catalysts are [OH-].[OH-].[Pd+2] (Pd(OH)2). The solvent is C(C)(=O)OCC (ethyl acetate), CO (methanol). Reaction conditions: time 2.5 hour. The product is C1(=CC=CC=C1)C1=C(OC=2NC=CC(C21)=O)[Si](CC)(CC)CC (3-Phenyl-2-(triethylsilanyl)-7H-furo-[2,3-b]pyridin-4-one). As a reaction SMILES: C([N:8]1[CH:13]=[CH:12][C:11](=[O:14])[C:10]2[C:15]([C:25]3[CH:30]=[CH:29][CH:28]=[CH:27][CH:26]=3)=[C:16]([Si:18]([CH2:23][CH3:24])([CH2:21][CH3:22])[CH2:19][CH3:20])[O:17][C:9]1=2)C1C=CC=CC=1>C(OCC)(=O)C.CO.[OH-].[OH-].[Pd+2]>[C:25]1([C:15]2[C:10]3[C:11](=[O:14])[CH:12]=[CH:13][NH:8][C:9]=3[O:17][C:16]=2[Si:18]([CH2:21][CH3:22])([CH2:23][CH3:24])[CH2:19][CH3:20])[CH:26]=[CH:27][CH:28]=[CH:29][CH:30]=1 |f:3.4.5|. Reported procedure: A mixture of 7-benzyl-3-phenyl-2-(triethylsilanyl)-7H-furo[2,3-b]pyridin-4-one (1) and Pd(OH)2 (0.11 g 20% on C, 0.11 mmol) in ethyl acetate (10 mL) and methanol (10 mL) was degassed and stirred under hydrogen at room temperature for 2.5 hr. The catalyst was filtered off and the solvent was removed to give the title compound. MS (m/z), M+H+ 326.0. Reactants: C(CC(O)(C(=O)O)CC(=O)O)(=O)O (citric acid), [Cl-].[Al+3].[Cl-].[Cl-] (aluminum chloride), C(CC(O)(C(=O)O)CC(=O)O)(=O)O (citric acid). The product is C(CC(O)(C(=O)[O-])CC(=O)[O-])(=O)[O-].[Al+3] (aluminum citrate), [Al] (aluminum). RXN SMILES: [Cl-].[Al+3:2].[Cl-].[Cl-].[C:5]([OH:17])(=[O:16])[CH2:6][C:7]([CH2:12][C:13]([OH:15])=[O:14])([C:9]([OH:11])=[O:10])[OH:8]>>[C:5]([O-:17])(=[O:16])[CH2:6][C:7]([CH2:12][C:13]([O-:15])=[O:14])([C:9]([O-:11])=[O:10])[OH:8].[Al+3:2].[Al:2] |f:0.1.2.3,5.6|. Procedure details: combining the aluminum chloride solution with an aqueous solution of citric acid containing up to about 50% (w/w) citric acid while providing vigorous agitation to form a solution of aluminum citrate containing from 1 to about 3 weight % aluminum and having a mole ratio of aluminum ion to citric acid molecule of from about 1.5:1 to about 2:1; and Starting materials: CC=1C=CC(C2=CC3=CC=CC(=C3C12)C)=O (4,5-dimethylfluorenone), CO (methanol), C(C)(=O)OCC (ethyl acetate), [H][H] (hydrogen). The reagents and catalysts are [OH-].[Pd+2].[OH-] (palladium hydroxide). The solvent is C(C)(=O)O (acetic acid), C(C)(=O)OCC.CCCCCC (ethyl acetate hexane). Product: CC1=CC=CC=2CC3=CC=CC(=C3C12)C (4,5-dimethylfluorene). The yield is 91.0%. RXN SMILES: [CH3:1][C:2]1[CH:3]=[CH:4][C:5](=O)[C:6]2[C:14]=1[C:13]1[C:8](=[CH:9][CH:10]=[CH:11][C:12]=1[CH3:15])[CH:7]=2.CO.C(OCC)(=O)C.[H][H]>[OH-].[Pd+2].[OH-].C(OCC)(=O)C.CCCCCC.C(O)(=O)C>[CH3:15][C:12]1[C:13]2[C:14]3[C:6](=[CH:5][CH:4]=[CH:3][C:2]=3[CH3:1])[CH2:7][C:8]=2[CH:9]=[CH:10][CH:11]=1 |f:4.5.6,7.8|. Procedure: A mixture of 4,5-dimethylfluorenone (7.0 g, 32.8 mmol), methanol (100 mL), ethyl acetate (50 mL), acetic acid (20 mL) and palladium hydroxide (20% on carbon, water content 44.43%, 1.0 g) was hydrogenated in a shaker at 35-40psi of hydrogen for 3.5 hr. The reaction was monitored by TLC (silica, 10% ethyl acetate/hexane). The catalyst was filtered off and the solvent was removed in vacuum, the residue was diluted with water (150 mL). The product was extracted with ethyl acetate (3×50 mL) and dried... Starting materials: S=P12SP3(=S)SP(=S)(S1)SP(=S)(S2)S3, Cc1cc(C(F)(F)F)nn1CC(=O)N1CCC(c2nc(C3=NOC(c4ccccc4)C3)cs2)CC1, c1ccncc1. The product is Cc1cc(C(F)(F)F)nn1CC(=S)N1CCC(c2nc(C3=NOC(c4ccccc4)C3)cs2)CC1. Reaction SMILES: [P:36]12(=[S:37])[S:38][P:39]3(=[S:49])[S:40][P:41](=[S:47])([S:42][P:43](=[S:46])([S:44]3)[S:45]1)[S:48]2.[c:1]1([CH:7]2[CH2:8][C:9]([c:12]3[n:13][c:14]([CH:17]4[CH2:18][CH2:19][N:20]([C:23]([CH2:24][n:25]5[n:26][c:27]([C:31]([F:32])([F:33])[F:34])[cH:28][c:29]5[CH3:30])=[O:35])[CH2:21][CH2:22]4)[s:15][cH:16]3)=[N:10][O:11]2)[cH:2][cH:3][cH:4][cH:5][cH:6]1.[cH:50]1[cH:51][cH:52][n:53][cH:54][cH:55]1>>[c:1]1([CH:7]2[CH2:8][C:9]([c:12]3[n:13][c:14]([CH:17]4[CH2:18][CH2:19][N:20]([C:23]([CH2:24][n:25]5[n:26][c:27]([C:31]([F:32])([F:33])[F:34])[cH:28][c:29]5[CH3:30])=[S:37])[CH2:21][CH2:22]4)[s:15][cH:16]3)=[N:10][O:11]2)[cH:2][cH:3][cH:4][cH:5][cH:6]1. The product is COC(=O)c1c(OCc2ccccc2)c(=O)ccn1CC(O)CO. The reactants are COS(=O)(=O)OC, CN1CCCC1=O, [Cl-], Cl, [Na+], [Na+], O=C([O-])O, O, O=C(O)c1c(OCc2ccccc2)c(=O)ccn1CC(O)CO. RXN SMILES: [CH3:29][O:30][S:31]([O:32][CH3:33])(=[O:34])=[O:35].[CH3:40][N:41]1[CH2:42][CH2:43][CH2:44][C:45]1=[O:46].[Cl-:37].[ClH:36].[Na+:28].[Na+:38].[O-:24][C:25]([OH:26])=[O:27].[OH2:39].[OH:1][CH:2]([CH2:3][n:4]1[c:5]([C:19](=[O:20])[OH:21])[c:6]([O:11][CH2:12][c:13]2[cH:14][cH:15][cH:16][cH:17][cH:18]2)[c:7](=[O:10])[cH:8][cH:9]1)[CH2:22][OH:23]>>[OH:1][CH:2]([CH2:3][n:4]1[c:5]([C:19](=[O:20])[O:21][CH3:25])[c:6]([O:11][CH2:12][c:13]2[cH:14][cH:15][cH:16][cH:17][cH:18]2)[c:7](=[O:10])[cH:8][cH:9]1)[CH2:22][OH:23]. The reactants are BrC1=NC=CC=C1CC=O (2-(2-bromopyridin-3-yl)acetaldehyde), ClC=1C=C(C=CC1)[Mg]Cl ((3-chlorophenyl)magnesium chloride), [Cl-].[NH4+] (ammonium chloride). Run in C1CCOC1 (THF). Run at time 4 hour. The product is BrC1=NC=CC=C1CC(O)C1=CC(=CC=C1)Cl (2-(2-bromopyridin-3-yl)-1-(3-chlorophenyl)ethanol). Yield: 33.4%. RXN SMILES: [Br:1][C:2]1[C:7]([CH2:8][CH:9]=[O:10])=[CH:6][CH:5]=[CH:4][N:3]=1.[Cl:11][C:12]1[CH:13]=[C:14]([Mg]Cl)[CH:15]=[CH:16][CH:17]=1.[Cl-].[NH4+]>C1COCC1>[Br:1][C:2]1[C:7]([CH2:8][CH:9]([C:16]2[CH:15]=[CH:14][CH:13]=[C:12]([Cl:11])[CH:17]=2)[OH:10])=[CH:6][CH:5]=[CH:4][N:3]=1 |f:2.3|. Procedure details: To 2-(2-bromopyridin-3-yl)acetaldehyde (864 mg, 4.7 mmol) in THF (10 mL) at 0° C. was added (3-chlorophenyl)magnesium chloride (0.5M in THF, 14 mL, 7.04 mmol). The mixture was stirred at room temperature for 4 hours then treated with ammonium chloride (sat) at 0° C., extracted with ethyl acetate. The combined ethyl acetate layer was washed with brine, dried over magnesium sulfate and concentrated. Purification by chromatography on silica gel gave 2-(2-bromopyridin-3-yl)-1-(3-chlorophenyl)ethanol...